Dataset: the Open Reaction Database (ORD), a public repository of structured organic reaction records. Task: describe an organic reaction: reactants, conditions, products, and yield Reactants: ClC=1C=C(C=CC1)C=1C=C(OC1C1=CC(=CC=C1)C)C(=O)N1CC(NCC1)=O (4-{[4-(3-Chlorophenyl)-5-(3-methylphenyl)furan-2-yl]carbonyl}piperazin-2-one), BrC=1C=C(OC1C1=CC(=CC=C1)Cl)C(=O)N1CC(NCC1)=O (4-{[4-Bromo-5-(3-chlorophenyl)furan-2-yl]carbonyl}piperazin-2-one). Product: ClC=1C=C(C=CC1)C1=C(C=C(O1)C(=O)N1CC(NCC1)=O)C1=CC(=CC(=C1)C)C (4-{[5-(3-Chlorophenyl)-4-(3,5-dimethylphenyl)furan-2-yl]carbonyl}piperazin-2-one). Reaction SMILES: ClC1C=C(C2C=C(C(N3CCNC(=O)C3)=O)O[C:12]=2[C:13]2[CH:18]=[CH:17][CH:16]=[C:15]([CH3:19])[CH:14]=2)C=CC=1.Br[C:30]1[CH:31]=[C:32]([C:42]([N:44]2[CH2:49][CH2:48][NH:47][C:46](=[O:50])[CH2:45]2)=[O:43])[O:33][C:34]=1[C:35]1[CH:40]=[CH:39][CH:38]=[C:37]([Cl:41])[CH:36]=1>>[Cl:41][C:37]1[CH:36]=[C:35]([C:34]2[O:33][C:32]([C:42]([N:44]3[CH2:49][CH2:48][NH:47][C:46](=[O:50])[CH2:45]3)=[O:43])=[CH:31][C:30]=2[C:17]2[CH:16]=[C:15]([CH3:19])[CH:14]=[C:13]([CH3:12])[CH:18]=2)[CH:40]=[CH:39][CH:38]=1. Procedure: The preparation of the title compound takes place in analogy to the synthesis of the compound from Example 18 starting with the compound from Example 27A. 15.0 mg (28% of theory) of the title compound are obtained.